Dataset: the Open Reaction Database (ORD), a public repository of structured organic reaction records. Task: describe an organic reaction: reactants, conditions, products, and yield Reactants: C(CCC)[Li] (n-butyllithium), [Cl-].[NH4+] (ammonium chloride), CN(S(=O)(=O)N1C(=NCC1)[Si](C)(C)C(C)(C)C)C (2-(tert-Butyl-dimethyl-silyl)-4,5-dihydro-imidazole-1-sulfonic acid dimethylamide), BrCC1=CC(=C(C=C1)C)[N+](=O)[O-] (4-bromomethyl-1-methyl-2-nitro-benzene). Run in CCCCCC (hexane), O1CCCC1 (tetrahydrofuran), O1CCCC1 (tetrahydrofuran). Run at temperature -78 celsius, time 1 hour. The product is CN(S(=O)(=O)N1C(=NC=C1CC1=CC(=C(C=C1)C)[N+](=O)[O-])[Si](C)(C)C(C)(C)C)C (2-(tert-butyl-dimethyl-silyl)-5-(4-methyl-3-nitro-benzyl)-imidazole-1-sulfonic acid dimethylamide). Yield: 31.6%. Reaction SMILES: [CH3:1][N:2]([CH3:18])[S:3]([N:6]1[CH2:10][CH2:9][N:8]=[C:7]1[Si:11]([C:14]([CH3:17])([CH3:16])[CH3:15])([CH3:13])[CH3:12])(=[O:5])=[O:4].C([Li])CCC.Br[CH2:25][C:26]1[CH:31]=[CH:30][C:29]([CH3:32])=[C:28]([N+:33]([O-:35])=[O:34])[CH:27]=1.[Cl-].[NH4+]>O1CCCC1.CCCCCC>[CH3:1][N:2]([CH3:18])[S:3]([N:6]1[C:10]([CH2:25][C:26]2[CH:31]=[CH:30][C:29]([CH3:32])=[C:28]([N+:33]([O-:35])=[O:34])[CH:27]=2)=[CH:9][N:8]=[C:7]1[Si:11]([C:14]([CH3:15])([CH3:17])[CH3:16])([CH3:13])[CH3:12])(=[O:4])=[O:5] |f:3.4|. Procedure: 2-(tert-Butyl-dimethyl-silyl)-4,5-dihydro-imidazole-1-sulfonic acid dimethylamide (5.03 g) (prepared as described by Ngochindo, J. Chem. Soc. Perkin Trans. (1990) 1:1645) was dissolved in 100 ml of dry tetrahydrofuran and cooled in a dry ice-acetone bath to -78° C.; 11.9 ml of 1.6M n-butyllithium in hexane was added to this mixture. After 1 hr at -78° C., the reaction mixture was treated dropwise with 5.0 g of 4-bromomethyl-1-methyl-2-nitro-benzene dissolved in 25 ml of dry tetrahydrofuran (THF)... The reactants are OCC=1SSC(=CC1)CO[Si](C)(C)C(C)(C)C (3-(hydroxymethyl)-6-[(tert-butyldimethylsilyloxy)methyl]-1,2-dithiin), CCOC(=O)/N=N/C(=O)OCC (diethylazodicarboxylate), ClC1=C(C=C(C=C1)C(F)(F)F)O (2-chloro-5-(trifluoromethyl) phenol), C1(=CC=CC=C1)P(C1=CC=CC=C1)C1=CC=CC=C1 (triphenylphosphine). Solvent: C1CCOC1 (THF), C1CCOC1 (THF). Reaction conditions: temperature 0 celsius, time 30 minute. Yields the product [Si](C)(C)(C(C)(C)C)OCC=1SSC(=CC1)COC1=C(C=CC(=C1)C(F)(F)F)Cl (3-[(tert-butyldimethylsilyloxy)methyl]-6-[(2-chloro-5-trifluoromethyl-phenyloxy)methyl]-1,2-dithiin). Reaction SMILES: [OH:1][CH2:2][C:3]1[S:4][S:5][C:6]([CH2:9][O:10][Si:11]([C:14]([CH3:17])([CH3:16])[CH3:15])([CH3:13])[CH3:12])=[CH:7][CH:8]=1.[Cl:18][C:19]1[CH:24]=[CH:23][C:22]([C:25]([F:28])([F:27])[F:26])=[CH:21][C:20]=1O.C1(P(C2C=CC=CC=2)C2C=CC=CC=2)C=CC=CC=1.CCOC(/N=N/C(OCC)=O)=O>C1COCC1>[Si:11]([O:10][CH2:9][C:6]1[S:5][S:4][C:3]([CH2:2][O:1][C:20]2[CH:21]=[C:22]([C:25]([F:27])([F:28])[F:26])[CH:23]=[CH:24][C:19]=2[Cl:18])=[CH:8][CH:7]=1)([C:14]([CH3:17])([CH3:16])[CH3:15])([CH3:12])[CH3:13]. Reported procedure: To a stirred solution of 3-(hydroxymethyl)-6-[(tert-butyldimethylsilyloxy)methyl]-1,2-dithiin (U.S. Ser. No. 08/212,096) (200 mg, 0.688 mmol) in 5 mL dry THF was added a solution of 2-chloro-5-(trifluoromethyl) phenol (271 mg, 180 μL, 1.38 mmol) in 5 mL of THF, followed by the addition of triphenylphosphine (220 mg, 0.83 mmol). The resulting solution was cooled to 0° C., then 140 μL (155 mg, 0.89 mmol) of diethylazodicarboxylate was added, and the reaction mixture was kept at 0°-5° C. for 30 min... Starting materials: C[O-], CO, [Na+], Cc1ccc(S(=O)(=O)[O-])c(-c2c(C(=O)NCc3ccccc3S(C)(=O)=O)nc(N3CCCCS3(=O)=O)c3cccnc23)c1, O. Product: CS(=O)(=O)c1ccccc1CNC(=O)c1nc(N2CCCCS2(=O)=O)c2cccnc2c1O. RXN SMILES: [CH3:44][O-:45].[CH3:47][OH:48].[Na+:46].[O:1]=[S:2]1(=[O:43])[N:3]([c:8]2[c:9]3[cH:10][cH:11][cH:12][n:13][c:14]3[c:15](-[c:32]3[cH:33][c:34]([CH3:35])[cH:36][cH:37][c:38]3[S:39]([O-:40])(=[O:41])=[O:42])[c:16]([C:18](=[O:19])[NH:20][CH2:21][c:22]3[c:23]([S:28](=[O:29])(=[O:30])[CH3:31])[cH:24][cH:25][cH:26][cH:27]3)[n:17]2)[CH2:4][CH2:5][CH2:6][CH2:7]1.[OH2:49]>>[O:1]=[S:2]1(=[O:43])[N:3]([c:8]2[c:9]3[cH:10][cH:11][cH:12][n:13][c:14]3[c:15]([OH:45])[c:16]([C:18](=[O:19])[NH:20][CH2:21][c:22]3[c:23]([S:28](=[O:29])(=[O:30])[CH3:31])[cH:24][cH:25][cH:26][cH:27]3)[n:17]2)[CH2:4][CH2:5][CH2:6][CH2:7]1. Starting materials: CC(C)(C)[Si](C)(C)Cl, CN(C)C=O, C=CCC(C)=CCC(O)C(=O)N(C)OC, c1c[nH]cn1. Product: C=CCC(C)=CCC(O[Si](C)(C)C(C)(C)C)C(=O)N(C)OC. RXN SMILES: [C:16]([CH3:17])([CH3:18])([CH3:19])[Si:20]([CH3:21])([CH3:22])[Cl:23].[O:29]=[CH:30][N:31]([CH3:32])[CH3:33].[OH:1][CH:2]([C:3](=[O:4])[N:5]([CH3:6])[O:7][CH3:8])[CH2:9][CH:10]=[C:11]([CH2:12][CH:13]=[CH2:14])[CH3:15].[nH:24]1[cH:25][cH:26][n:27][cH:28]1>>[O:1]([CH:2]([C:3](=[O:4])[N:5]([CH3:6])[O:7][CH3:8])[CH2:9][CH:10]=[C:11]([CH2:12][CH:13]=[CH2:14])[CH3:15])[Si:20]([C:16]([CH3:17])([CH3:18])[CH3:19])([CH3:21])[CH3:22]. Reactants: CC1CO1, CCO, NCCC1CCCCC1, Nc1nc(Cl)nc2c1ncn2C1OC(CO)C(O)C1O. Yields the product Nc1nc(NCCC2CCCCC2)nc2c1ncn2C1OC(CO)C(O)C1O. Reaction SMILES: [CH2:33]1[O:34][CH:35]1[CH3:36].[CH3:30][CH2:31][OH:32].[CH:21]1([CH2:27][CH2:28][NH2:29])[CH2:22][CH2:23][CH2:24][CH2:25][CH2:26]1.[Cl:1][c:2]1[n:3][c:4]([NH2:20])[c:5]2[n:6][cH:7][n:8]([CH:9]3[CH:10]([OH:11])[CH:12]([OH:13])[CH:14]([CH2:15][OH:16])[O:17]3)[c:18]2[n:19]1>>[c:2]1([NH:29][CH2:28][CH2:27][CH:21]2[CH2:22][CH2:23][CH2:24][CH2:25][CH2:26]2)[n:3][c:4]([NH2:20])[c:5]2[n:6][cH:7][n:8]([CH:9]3[CH:10]([OH:11])[CH:12]([OH:13])[CH:14]([CH2:15][OH:16])[O:17]3)[c:18]2[n:19]1. Reactants: CN[C@@H](CO)C ((2R)-2-(methylamino)propan-1-ol), ClC1=C(C=CC(=C1)NC1=NC=NC2=CC=CC(=C12)F)O (2-chloro-4-[(5-fluoroquinazolin-4-yl)amino]phenol). Yields the product ClC1=C(C=CC(=C1)NC1=NC=NC2=CC=CC(=C12)OC[C@@H](C)NC)O (2-chloro-4-[(5-{[(2R)-2-(methylamino)propyl]oxy}quinazolin-4-yl)amino]phenol). Yield: 100.0%. RXN SMILES: [CH3:1][NH:2][C@H:3]([CH3:6])[CH2:4][OH:5].[Cl:7][C:8]1[CH:13]=[C:12]([NH:14][C:15]2[C:24]3[C:19](=[CH:20][CH:21]=[CH:22][C:23]=3F)[N:18]=[CH:17][N:16]=2)[CH:11]=[CH:10][C:9]=1[OH:26]>>[Cl:7][C:8]1[CH:13]=[C:12]([NH:14][C:15]2[C:24]3[C:19](=[CH:20][CH:21]=[CH:22][C:23]=3[O:5][CH2:4][C@H:3]([NH:2][CH3:1])[CH3:6])[N:18]=[CH:17][N:16]=2)[CH:11]=[CH:10][C:9]=1[OH:26]. Procedure details: The procedure described in Example 3 (preparation of starting materials) was repeated using (2R)-2-(methylamino)propan-1-ol (obtained as described in Becker et al., J. Chem. Soc. 1957, 858) and 2-chloro-4-[(5-fluoroquinazolin-4-yl)amino]phenol (obtained as described in Example 4.5, preparation of starting materials) to give 2-chloro-4-[(5-{[(2R)-2-(methylamino)propyl]oxy}quinazolin-4-yl)amino]phenol in >100% yield; NMR spectrum (DMSO-d6) 1.20 (d, 3H), 2.40 (s, 3H), 3.30 (m, 1H), 4.25 (dd, 1H), 4...